This data is from the Open Reaction Database (ORD), a public repository of structured organic reaction records. The task is: describe an organic reaction: reactants, conditions, products, and yield The reactants are CC(=O)OC(C)=O, NC1CC(CO)N(C2=NC(=O)C(=Cc3ccc4c(cnn4Cc4ccc(Cl)cc4C(F)(F)F)c3)S2)C1. Product: CC(=O)NC1CC(CO)N(C2=NC(=O)C(=Cc3ccc4c(cnn4Cc4ccc(Cl)cc4C(F)(F)F)c3)S2)C1. RXN SMILES: [CH3:37][C:38](=[O:39])[O:40][C:41](=[O:42])[CH3:43].[NH2:1][CH:2]1[CH2:3][CH:4]([CH2:35][OH:36])[N:5]([C:7]2=[N:11][C:10](=[O:12])[C:9](=[CH:13][c:14]3[cH:15][c:16]4[cH:17][n:18][n:19]([CH2:23][c:24]5[c:25]([C:31]([F:32])([F:33])[F:34])[cH:26][c:27]([Cl:30])[cH:28][cH:29]5)[c:20]4[cH:21][cH:22]3)[S:8]2)[CH2:6]1>>[NH:1]([CH:2]1[CH2:3][CH:4]([CH2:35][OH:36])[N:5]([C:7]2=[N:11][C:10](=[O:12])[C:9](=[CH:13][c:14]3[cH:15][c:16]4[cH:17][n:18][n:19]([CH2:23][c:24]5[c:25]([C:31]([F:32])([F:33])[F:34])[cH:26][c:27]([Cl:30])[cH:28][cH:29]5)[c:20]4[cH:21][cH:22]3)[S:8]2)[CH2:6]1)[C:38]([CH3:37])=[O:39].